This data is from the Open Reaction Database (ORD), a public repository of structured organic reaction records. The task is: describe an organic reaction: reactants, conditions, products, and yield Reactants: CN(C)CC1=CC=CC=C1 (N,N-Dimethyl benzylamine), ClS(=O)(=O)O (chlorosulfonic acid). The solvent is ClCCl (dichloromethane). Run at time 4 hour. The product is CN(C)CC1=CC=C(C=C1)S(=O)(=O)Cl (p-(Dimethylamino)methylbenzenesulfonyl chloride). RXN SMILES: [CH3:1][N:2]([CH2:4][C:5]1[CH:10]=[CH:9][CH:8]=[CH:7][CH:6]=1)[CH3:3].[Cl:11][S:12](O)(=[O:14])=[O:13]>ClCCl>[CH3:1][N:2]([CH2:4][C:5]1[CH:10]=[CH:9][C:8]([S:12]([Cl:11])(=[O:14])=[O:13])=[CH:7][CH:6]=1)[CH3:3]. Reported procedure: N,N-Dimethyl benzylamine (7 ml) was dissolved in 40 ml of dichloromethane and chlorosulfonic acid (12 ml) was slowly added at 0° C. The reaction mixture was stirred at room temperature for 4 hours. The reaction mixture was poured into ice to give solids, which was collected by filtration. 2.63 g of the titled compound was obtained. Additional crops (1.34 g) was obtained from the dichloromethane extraction of the filtrate. Isolated yield 21.0%. As a reaction SMILES: [C:1]1([CH2:7][C:8]([NH:10][C@H:11]2[C:35](=[O:36])[N:13]3[C:14]([C:19]([O:21][CH:22]([C:29]4[CH:34]=[CH:33][CH:32]=[CH:31][CH:30]=4)[C:23]4[CH:28]=[CH:27][CH:26]=[CH:25][CH:24]=4)=[O:20])=[C:15]([CH3:18])[CH2:16][S:17][C@H:12]23)=[O:9])[CH:6]=[CH:5][CH:4]=[CH:3][CH:2]=1.ClN1[C:42](=[O:43])CCC1=O>CO.C(Cl)Cl>[C:1]1([CH2:7][C:8]([NH:10][C@H:11]2[C:35](=[O:36])[N:13]3[C:14]([C:19]([O:21][CH:22]([C:23]4[CH:24]=[CH:25][CH:26]=[CH:27][CH:28]=4)[C:29]4[CH:30]=[CH:31][CH:32]=[CH:33][CH:34]=4)=[O:20])=[C:15]([CH3:18])[C@@H:16]([O:43][CH3:42])[S:17][C@H:12]23)=[O:9])[CH:6]=[CH:5][CH:4]=[CH:3][CH:2]=1. Procedure: To a solution of diphenylmethyl 7α-phenylacetamido-3-methyl-3-cephem-4-carboxylate (2.88 g, 5.8 mmole) in 40 ml of methanol and 60 ml of methylene chloride, was added N-chlorosuccinimide (882 mg, 6.6 mmol) and the mixture was stirred for 90 minutes at room temperature. The reaction solution was then washed with brine (2X) and dried over magnesium sulfate, filtered, and the solvent was evaporated under reduced pressure. The resultant yellow foam (2.84 g) was chromatographed over 100 grams of sili... Run at time 90 minute. Product: C1(=CC=CC=C1)CC(=O)N[C@@H]1[C@@H]2N(C(=C([C@H](S2)OC)C)C(=O)OC(C2=CC=CC=C2)C2=CC=CC=C2)C1=O (diphenylmethyl 7α-phenylacetamido-2α-methoxy-3-methyl-3-cephem-4-carboxylate). Solvent: CO (methanol), C(Cl)Cl (methylene chloride). Reactants: C1(=CC=CC=C1)CC(=O)N[C@@H]1[C@@H]2N(C(=C(CS2)C)C(=O)OC(C2=CC=CC=C2)C2=CC=CC=C2)C1=O (diphenylmethyl 7α-phenylacetamido-3-methyl-3-cephem-4-carboxylate), ClN1C(CCC1=O)=O (N-chlorosuccinimide).